From a dataset of the Open Reaction Database (ORD), a public repository of structured organic reaction records. describe an organic reaction: reactants, conditions, products, and yield Starting materials: CCC1NCCc2ncn(CC)c21, CC#N, CC(C)N=C=S. Yields the product CCC1c2c(ncn2CC)CCN1C(=S)NC(C)C. As a reaction SMILES: [CH2:1]([CH3:2])[n:3]1[cH:4][n:5][c:6]2[c:7]1[CH:8]([CH2:12][CH3:13])[NH:9][CH2:10][CH2:11]2.[CH3:20][C:21]#[N:22].[CH:14]([CH3:15])([CH3:16])[N:17]=[C:18]=[S:19]>>[CH2:1]([CH3:2])[n:3]1[cH:4][n:5][c:6]2[c:7]1[CH:8]([CH2:12][CH3:13])[N:9]([C:18]([NH:17][CH:14]([CH3:15])[CH3:16])=[S:19])[CH2:10][CH2:11]2. The reactants are C(C)(=O)OCC (ethyl acetate), COC(C1=C(C=CC=C1I)CBr)=O (2-bromomethyl-6-iodo-benzoic acid methyl ester), CC1=CC=C(CN)C=C1 (4-methyl-benzylamine), C(=O)([O-])[O-].[K+].[K+] (K2CO3). The solvent is C1(=CC=CC=C1)C (toluene), CCCCCC (hexane). Reaction conditions: temperature 100 celsius, time 2 hour. Yields the product IC=1C=CC=C2CN(C(C12)=O)CC1=CC=C(C=C1)C (7-iodo-2-(4-methyl-benzyl)-2,3-dihydro-isoindol-1-one). Yield: 31.5%. RXN SMILES: CO[C:3](=[O:13])[C:4]1[C:9]([I:10])=[CH:8][CH:7]=[CH:6][C:5]=1[CH2:11]Br.[CH3:14][C:15]1[CH:22]=[CH:21][C:18]([CH2:19][NH2:20])=[CH:17][CH:16]=1.C([O-])([O-])=O.[K+].[K+].C(OCC)(=O)C>C1(C)C=CC=CC=1.CCCCCC>[I:10][C:9]1[CH:8]=[CH:7][CH:6]=[C:5]2[C:4]=1[C:3](=[O:13])[N:20]([CH2:19][C:18]1[CH:21]=[CH:22][C:15]([CH3:14])=[CH:16][CH:17]=1)[CH2:11]2 |f:2.3.4|. Procedure details: A mixture of 2-bromomethyl-6-iodo-benzoic acid methyl ester (0.245 g, 0.7 mmol), 4-methyl-benzylamine (0.102 mL, 0.8 mmol), and K2CO3 (0.207 g, 1.5 mmol) in toluene (5 mL) was heated with stirring at 100° C. for 2 h. Workup and silica gel column chromatography using 30% ethyl acetate in hexane afforded 7-iodo-2-(4-methyl-benzyl)-2,3-dihydro-isoindol-1-one (0.080 g, 31%). 1H NMR (300 MHz, CDCl3): δ (ppm) 2.35 (s, 3H), 4.14 (s, 2H), 4.76 (s, 2H), 7.11-7.38 (m, 6H), 7.91 (d, 1H). GC-MS: m/z 363 (M)... Reactants: Cc1noc(C)c1C(=O)N1CCNCC1, CCOc1ccsc1C1=NC(c2ccc(Cl)cc2)C(c2ccc(Cl)cc2)N1C(=O)N1CCN(CC(=O)NC(C)(C)C)CC1. The product is CCOc1ccsc1C1=NC(c2ccc(Cl)cc2)C(c2ccc(Cl)cc2)N1C(=O)N1CCN(C(=O)c2c(C)noc2C)CC1. RXN SMILES: [CH3:44][c:45]1[n:46][o:47][c:48]([CH3:58])[c:49]1[C:50](=[O:51])[N:52]1[CH2:53][CH2:54][NH:55][CH2:56][CH2:57]1.[Cl:1][c:2]1[cH:3][cH:4][c:5]([CH:8]2[N:9]=[C:10]([c:36]3[s:37][cH:38][cH:39][c:40]3[O:41][CH2:42][CH3:43])[N:11]([C:20](=[O:21])[N:22]3[CH2:23][CH2:24][N:25]([CH2:28][C:29]([NH:30][C:31]([CH3:32])([CH3:33])[CH3:34])=[O:35])[CH2:26][CH2:27]3)[CH:12]2[c:13]2[cH:14][cH:15][c:16]([Cl:19])[cH:17][cH:18]2)[cH:6][cH:7]1>>[Cl:1][c:2]1[cH:3][cH:4][c:5]([CH:8]2[N:9]=[C:10]([c:36]3[s:37][cH:38][cH:39][c:40]3[O:41][CH2:42][CH3:43])[N:11]([C:20](=[O:21])[N:22]3[CH2:23][CH2:24][N:25]([C:50]([c:49]4[c:45]([CH3:44])[n:46][o:47][c:48]4[CH3:58])=[O:51])[CH2:26][CH2:27]3)[CH:12]2[c:13]2[cH:14][cH:15][c:16]([Cl:19])[cH:17][cH:18]2)[cH:6][cH:7]1. The reactants are Cl.FC1=C(C=CC=C1)NN (2-fluorophenylhydrazine hydrochloride), C(=O)(C(F)(F)F)O (TFA), C=O (formaldehyde), C(C)OC(CCCNC)OCC (4,4-diethoxy-N-methylbutan-1-amine), FC=1C=CC=C2C(=CNC12)CCNC (2-(7-fluoro-1H-indol-3-yl)-N-methylethanamine). The solvent is CC1=NC=C(C=C1)C1OC1 (2-methyl-5-(oxiran-2-yl)pyridine), [H-].[Na+] (NaH), FC=1C=CC=C2C3=C(NC12)CN(CC3)C (8-fluoro-2,3,4,9-tetrahydro-2-methyl-1H-pyrido[3,4-b]indole), C(C)#N (acetonitrile). The product is FC=1C=CC=C2C3=C(N(C12)CC(O)C=1C=NC(=CC1)C)CN(CC3)C (2-(8-fluoro-1,2,3,4-tetrahydro-2-methylpyrido[3,4-b]indol-9-yl)-1-(6-methylpyridin-3-yl)ethanol). RXN SMILES: Cl.F[C:3]1[CH:8]=[CH:7][CH:6]=[CH:5][C:4]=1[NH:9]N.[CH2:11](OC(OCC)CCCNC)C.[F:23][C:24]1[CH:25]=[CH:26][CH:27]=[C:28]2[C:32]=1[NH:31][CH:30]=[C:29]2[CH2:33][CH2:34][NH:35][CH3:36].C=O.[C:39]([OH:45])([C:41](F)(F)F)=O>C(#N)C.FC1C=CC=C2C=1NC1CN(C)CCC2=1.CC1C=CC(C2CO2)=CN=1.[H-].[Na+]>[F:23][C:24]1[CH:25]=[CH:26][CH:27]=[C:28]2[C:32]=1[N:31]([CH2:41][CH:39]([C:7]1[CH:6]=[N:9][C:4]([CH3:5])=[CH:3][CH:8]=1)[OH:45])[C:30]1[CH2:36][N:35]([CH3:11])[CH2:34][CH2:33][C:29]2=1 |f:0.1,9.10|. Procedure details: The title compound is prepared by following General Methods 3, 4 and 8 by using 2-fluorophenylhydrazine hydrochloride and 4,4-diethoxy-N-methylbutan-1-amine (General Method 3), 2-(7-fluoro-1H-indol-3-yl)-N-methylethanamine, formaldehyde and TFA in acetonitrile (General Method 4) and 8-fluoro-2,3,4,9-tetrahydro-2-methyl-1H-pyrido[3,4-b]indole, 2-methyl-5-(oxiran-2-yl)pyridine and NaH (General Method 8). The reactants are C(CCCCCC=C)O (7-octen-1-ol), [H-].[Na+] (Sodium hydride), COC1=CC=C(CCl)C=C1 (p-Methoxybenzyl chloride). Solvent: CN(C)C=O (DMF). Reaction conditions: temperature 0 celsius. Yields the product COC1=CC=C(C=C1)COCCCCCCC=C (1-methoxy-4-((oct-7-en1-yloxy)methyl)benzene). The yield is 48.8%. RXN SMILES: [CH2:1]([OH:9])[CH2:2][CH2:3][CH2:4][CH2:5][CH2:6][CH:7]=[CH2:8].[H-].[Na+].[CH3:12][O:13][C:14]1[CH:21]=[CH:20][C:17]([CH2:18]Cl)=[CH:16][CH:15]=1>CN(C=O)C>[CH3:12][O:13][C:14]1[CH:21]=[CH:20][C:17]([CH2:18][O:9][CH2:1][CH2:2][CH2:3][CH2:4][CH2:5][CH2:6][CH:7]=[CH2:8])=[CH:16][CH:15]=1 |f:1.2|. Procedure: A 250 mL round-bottom flask equipped with stir bar was charged with 7-octen-1-ol (1.20 mL, 7.80 mmol). Anhydrous DMF (60 mL) was added, and the solution was allowed to cool to 0° C. (ice-bath). Sodium hydride (2.40 g, 40.0 mmol) was added in portions, and the mixture was allowed to stir until gas evolution ceased. p-Methoxybenzyl chloride (2.1 mL, 16 mmol) was added by a syringe and the mixture was allowed to stir for 24 h. The reaction was quenched by addition of a saturated aqueous solution of... Starting materials: C(C)(=O)OCC (ethyl acetate), SC=1SC2=C(C(C1)=O)C=CC=C2 (2-mercapto-4-oxo-4H-1-benzothiopyran), C(C)N(C(C)C)C(C)C (N-ethyldiisopropylamine), C(C1=CC=CC=C1)(C1=CC=CC=C1)OC(=O)C1=C(CS[C@H]2N1C([C@H]2NC(=O)OC(C)(C)C)=O)C=COS(=O)(=O)C(F)(F)F (7β-Tert-butoxycarbonylamino-3-(2-trifluoromethanesulfonyloxyvinyl)-3-cephem-4-carboxylic acid benzhydryl ester). Solvent: CN(C)C=O (DMF). Conditions: time 24 hour. The product is C(C1=CC=CC=C1)(C1=CC=CC=C1)OC(=O)C1=C(CS[C@H]2N1C([C@H]2NC(=O)OC(C)(C)C)=O)C=CSC=2SC1=C(C(C2)=O)C=CC=C1 (7β-tert-butoxycarbonylamino-3-[2-(4-oxo-4H-1-benzothiopyran-2-yl)thiovinyl]-3-cephem-4-carboxylic acid benzhydryl ester). Isolated yield 85.2%. As a reaction SMILES: [CH:1]([O:14][C:15]([C:17]1[N:22]2[C:23](=[O:33])[C@@H:24]([NH:25][C:26]([O:28][C:29]([CH3:32])([CH3:31])[CH3:30])=[O:27])[C@H:21]2[S:20][CH2:19][C:18]=1[CH:34]=[CH:35]OS(C(F)(F)F)(=O)=O)=[O:16])([C:8]1[CH:13]=[CH:12][CH:11]=[CH:10][CH:9]=1)[C:2]1[CH:7]=[CH:6][CH:5]=[CH:4][CH:3]=1.[SH:44][C:45]1[S:46][C:47]2[CH:55]=[CH:54][CH:53]=[CH:52][C:48]=2[C:49](=[O:51])[CH:50]=1.C(N(C(C)C)C(C)C)C.C(OCC)(=O)C>CN(C=O)C>[CH:1]([O:14][C:15]([C:17]1[N:22]2[C:23](=[O:33])[C@@H:24]([NH:25][C:26]([O:28][C:29]([CH3:30])([CH3:31])[CH3:32])=[O:27])[C@H:21]2[S:20][CH2:19][C:18]=1[CH:34]=[CH:35][S:44][C:45]1[S:46][C:47]2[CH:55]=[CH:54][CH:53]=[CH:52][C:48]=2[C:49](=[O:51])[CH:50]=1)=[O:16])([C:2]1[CH:3]=[CH:4][CH:5]=[CH:6][CH:7]=1)[C:8]1[CH:13]=[CH:12][CH:11]=[CH:10][CH:9]=1. Procedure details: 7β-Tert-butoxycarbonylamino-3-(2-trifluoromethanesulfonyloxyvinyl)-3-cephem-4-carboxylic acid benzhydryl ester (trans isomer) (3.9 g, 6.1 mmol) was dissolved in anhydrous DMF (80 ml), added with 2-mercapto-4-oxo-4H-1-benzothiopyran (3.5 g, 18.3 mmol) and N-ethyldiisopropylamine (0.63 g, 4.87 mmol), successively, and stirred at room temperature under argon gas atmosphere for 24 hours. The reaction product was added with ethyl acetate (350 ml), washed with an aqueous solution of saturated sodium h...